Task: describe an organic reaction: reactants, conditions, products, and yield. Dataset: the Open Reaction Database (ORD), a public repository of structured organic reaction records Starting materials: C1CCOC1, [Li]CCCC, CNC(=O)C[P+](c1ccccc1)(c1ccccc1)c1ccccc1, [Cl-], O=Cc1cnc2occc2c1. The product is CNC(=O)C=Cc1cnc2occc2c1. As a reaction SMILES: [CH2:42]1[O:43][CH2:44][CH2:45][CH2:46]1.[CH3:26][CH2:27][CH2:28][CH2:29][Li:30].[CH3:2][NH:3][C:4](=[O:5])[CH2:6][P+:7]([c:8]1[cH:9][cH:10][cH:11][cH:12][cH:13]1)([c:14]1[cH:15][cH:16][cH:17][cH:18][cH:19]1)[c:20]1[cH:21][cH:22][cH:23][cH:24][cH:25]1.[Cl-:1].[o:31]1[cH:32][cH:33][c:34]2[c:35]1[n:36][cH:37][c:38]([CH:40]=[O:41])[cH:39]2>>[CH3:2][NH:3][C:4](=[O:5])[CH:6]=[CH:40][c:38]1[cH:37][n:36][c:35]2[o:31][cH:32][cH:33][c:34]2[cH:39]1. Reactants: C(C)(C)(C)OC(CC(C=1C=NC(=CC1)OC)NCCN(CC=CC1=NC(=CC=C1)NCC1CC1)C(=O)OCC1=CC=CC=C1)=O (3-[2-(Benzyloxycarbonyl-{3-[6-(cyclopropylmethyl-amino)pyridin-2-yl]-allyl}-amino)-ethylamino]-3-(6-methoxy-pyridin-3-yl)-propionic acid tert-butyl ester), [H][H] (hydrogen). The reagents and catalysts are [Pd] (Pd/C). The solvent is CCO (EtOH). Yields the product C(C)(C)(C)OC(CC(C=1C=NC(=CC1)OC)NCCNCCCC1=NC(=CC=C1)NCC1CC1)=O (3-(2-{3-[6-(Cyclopropylmethyl-amino)-pyridin-2-yl]-propylamino}-ethylamino)-3-(6-methoxy-pyridin-3-yl)-propionic acid tert-butyl ester). Yield: 57.2%. Reaction SMILES: [C:1]([O:5][C:6](=[O:45])[CH2:7][CH:8]([NH:17][CH2:18][CH2:19][N:20](C(OCC1C=CC=CC=1)=O)[CH2:21][CH:22]=[CH:23][C:24]1[CH:29]=[CH:28][CH:27]=[C:26]([NH:30][CH2:31][CH:32]2[CH2:34][CH2:33]2)[N:25]=1)[C:9]1[CH:10]=[N:11][C:12]([O:15][CH3:16])=[CH:13][CH:14]=1)([CH3:4])([CH3:3])[CH3:2].[H][H]>CCO.[Pd]>[C:1]([O:5][C:6](=[O:45])[CH2:7][CH:8]([NH:17][CH2:18][CH2:19][NH:20][CH2:21][CH2:22][CH2:23][C:24]1[CH:29]=[CH:28][CH:27]=[C:26]([NH:30][CH2:31][CH:32]2[CH2:34][CH2:33]2)[N:25]=1)[C:9]1[CH:10]=[N:11][C:12]([O:15][CH3:16])=[CH:13][CH:14]=1)([CH3:4])([CH3:2])[CH3:3]. Reported procedure: A mixture of 2-6 (29.0 g, 47.0 mmol) and 10% Pd/C (7.25 g) in EtOH (500 mL) was stirred under a balloon of hydrogen for 18 h. Filtration through celite and evaporative removal of the solvent followed by purification on silica gel (90:10:1 CHCl3:MeOH:NHOH) afforded 13 g of 2-7. Yields the product C(C(C)C)OC(CC(C)SCCC)=O (Isobutyl-3-(Propylthio)Butyrate). Procedure: Into a 25 cc micro flask equipped with spin bar, hot plate (equipped with magnetic stirrer), reflux condenser and thermometer are placed 5 grams (0.0284 moles) of methyl-3-(propylthio)butyrate; 8.4 grams (0.1136 moles) of isobutyl alcohol and 0.05 grams of para-toluene sulfonic acid. With stirring, the reaction mass is heated to reflux and refluxed for a period of 14 hours. At the end of the 14 hour period, the reaction mass is cooled and distilled on a micro Vigreux column yielding the followin... Starting materials: COC(CC(C)SCCC)=O (methyl-3-(propylthio)butyrate), C(C(C)C)O (isobutyl alcohol), C1(=CC=C(C=C1)S(=O)(=O)O)C (para-toluene sulfonic acid). RXN SMILES: [CH3:1][O:2][C:3](=[O:11])[CH2:4][CH:5]([S:7][CH2:8][CH2:9][CH3:10])[CH3:6].[CH2:12](O)[CH:13](C)[CH3:14].C1(C)C=CC(S(O)(=O)=O)=CC=1>>[CH2:1]([O:2][C:3](=[O:11])[CH2:4][CH:5]([S:7][CH2:8][CH2:9][CH3:10])[CH3:6])[CH:13]([CH3:14])[CH3:12]. The reactants are example 6 ( 1 ), ClC=1C=C2C(N(C(C2=CC1Cl)=O)CC(C(=O)OC)C1(OCCO1)C)=O (methyl 3-(5,6-dichloro-1,3-dioxo-1,3-dihydro-isoindol-2-yl)-2-(2-methyl-[1,3]dioxolan-2-yl)propionate), O.C1(=CC=C(C=C1)S(=O)(=O)O)C (p-toluenesulfonic acid monohydrate). The product is ClC=1C=C2C(N(C(C2=CC1Cl)=O)CC(C(=O)OC)C(C)=O)=O (Methyl 2-(5,6-dichloro-1,3-dioxo-1,3-dihydro-isoindol-2-ylmethyl)-3-oxo-butyrate). As a reaction SMILES: [Cl:1][C:2]1[CH:3]=[C:4]2[C:8](=[CH:9][C:10]=1[Cl:11])[C:7](=[O:12])[N:6]([CH2:13][CH:14]([C:19]1([CH3:24])OCC[O:20]1)[C:15]([O:17][CH3:18])=[O:16])[C:5]2=[O:25].O.C1(C)C=CC(S(O)(=O)=O)=CC=1>>[Cl:11][C:10]1[CH:9]=[C:8]2[C:4](=[CH:3][C:2]=1[Cl:1])[C:5](=[O:25])[N:6]([CH2:13][CH:14]([C:19](=[O:20])[CH3:24])[C:15]([O:17][CH3:18])=[O:16])[C:7]2=[O:12] |f:1.2|. Procedure details: Methyl 2-(5,6-dichloro-1,3-dioxo-1,3-dihydro-isoindol-2-ylmethyl)-3-oxo-butyrate was prepared (46 mg, 19%) in the same manner as described in the above example 6 (1) from methyl 3-(5,6-dichloro-1,3-dioxo-1,3-dihydro-isoindol-2-yl)-2-(2-methyl-[1,3]dioxolan-2-yl)propionate (0.24 g, 0.67 mmol) and p-toluenesulfonic acid monohydrate (51 mg), and the obtained product was identified with the following NMR data. Starting materials: C(C)(=O)N\C(\C(=O)OC)=C/C1=CC=CC=C1 (methyl (Z)-α-acetamidocinnamate), CO (MeOH), Example 15, [H][H] (hydrogen). The reagents and catalysts are [Rh] (rhodium). Conditions: temperature 20 celsius, time 2 hour. The product is CN([C@H](CC1=CC=CC=C1)C(=O)O)C(C)=O (methyl (R)-N-acetylphenylalanine). The yield is 90.0%. RXN SMILES: [C:1]([NH:4]/[C:5](=[CH:10]\[C:11]1[CH:16]=[CH:15][CH:14]=[CH:13][CH:12]=1)/[C:6]([O:8]C)=[O:7])(=[O:3])[CH3:2].[H][H].[CH3:19]O>[Rh]>[CH3:19][N:4]([C:1](=[O:3])[CH3:2])[C@@H:5]([C:6]([OH:8])=[O:7])[CH2:10][C:11]1[CH:16]=[CH:15][CH:14]=[CH:13][CH:12]=1. Procedure: A 100 mL Fisher-Porter tube was charged with methyl (Z)-α-acetamidocinnamate (300 mg, 1.36 mmol), rhodium catalyst [(COD)Rh(1,2-Bis((2R,5R)-2,5-diethylphospholano)benzene)]+CF3SO3- prepared as in Example 15 (1.0 mg, 0.00136 mmol), MeOH (6.0 mL), and a stir bar. After sealing, the pressure head was then connected to a hydrogen tank (Matheson, 99.998%) and the lines were purged of air by four vacuum/H2 cycles. After two vacuum/H2 cycles on the reaction mixture, the tube was pressurized to an initi... Reactants: CCOC(=O)C(Cc1ccc(Cl)cc1Cl)C(C)=O, Nc1cc(O)ccc1F. The product is CC(=O)C(Cc1ccc(Cl)cc1Cl)C(=O)Nc1cc(O)ccc1F. RXN SMILES: [CH2:1]([O:2][C:4]([CH:5]([C:6]([CH3:7])=[O:8])[CH2:9][c:10]1[c:11]([Cl:17])[cH:12][c:13]([Cl:16])[cH:14][cH:15]1)=[O:18])[CH3:3].[NH2:19][c:20]1[cH:21][c:22]([OH:27])[cH:23][cH:24][c:25]1[F:26]>>[C:4]([CH:5]([C:6]([CH3:7])=[O:8])[CH2:9][c:10]1[c:11]([Cl:17])[cH:12][c:13]([Cl:16])[cH:14][cH:15]1)(=[O:18])[NH:19][c:20]1[cH:21][c:22]([OH:27])[cH:23][cH:24][c:25]1[F:26]. Reactants: N[C@]12[C@@H]([C@H]3CC[C@@H]4[C@]5(CC=C(C([C@@H]5CC[C@]4([C@@]3(CC1)C)C)(C)C)C1=CC=C(C(=O)OC)C=C1)C)[C@@H](CC2)C(=C)C (methyl 4-((1R,3aS,5aR,5bR,7aR,11aS,11bR,13aR,13bR)-3a-amino-5a,5b,8,8,11a-pentamethyl-1-(prop-1-en-2-yl)-2,3,3a,4,5,5a,5b,6,7,7a,8,11,11a,11b,12,13,13a,13b-octadecahydro-1H-cyclopenta[a]chrysen-9-yl)benzoate), C(C)(C)(C)OC(=O)N1CC(CCC1)C=O (3-formyl-piperidine-1-carboxylic acid tert-butyl ester), C(C)(=O)O[BH-](OC(C)=O)OC(C)=O.[Na+] (sodium triacetoxyborohydride). The reagents and catalysts are CC([O-])C.[Ti+4].CC([O-])C.CC([O-])C.CC([O-])C (titanium(IV) isopropoxide). Solvent: ClCCCl (DCE), C(=O)(O)[O-].[Na+] (NaHCO3). Reaction conditions: time 1 hour. The product is COC(=O)C1=CC=C(C=C1)C=1C([C@@H]2CC[C@]3([C@@]4(CC[C@@]5([C@@H]([C@H]4CC[C@@H]3[C@]2(CC1)C)[C@@H](CC5)C(=C)C)NCC5CN(CCC5)C(=O)OC(C)(C)C)C)C)(C)C (tert-butyl 3-(((1R,3aS,5aR,5bR,7aR,11aS,11bR,13aR,13bR)-9-(4-(methoxycarbonyl)phenyl)-5a,5b,8,8,11a-pentamethyl-1-(prop-1-en-2-yl)-2,3,3a,4,5,5a,5b,6,7,7a,8,11,11a,11b,12,13,13a,13b-octadecahydro-1H-cyclopenta[a]chrysen-3a-ylamino)methyl)piperidine-1-carboxylate). Isolated yield 70.9%. RXN SMILES: [NH2:1][C@:2]12[CH2:37][CH2:36][C@@H:35]([C:38]([CH3:40])=[CH2:39])[C@@H:3]1[C@@H:4]1[C@@:17]([CH3:20])([CH2:18][CH2:19]2)[C@@:16]2([CH3:21])[C@@H:7]([C@:8]3([CH3:34])[C@@H:13]([CH2:14][CH2:15]2)[C:12]([CH3:23])([CH3:22])[C:11]([C:24]2[CH:33]=[CH:32][C:27]([C:28]([O:30][CH3:31])=[O:29])=[CH:26][CH:25]=2)=[CH:10][CH2:9]3)[CH2:6][CH2:5]1.[C:41]([O:45][C:46]([N:48]1[CH2:53][CH2:52][CH2:51][CH:50]([CH:54]=O)[CH2:49]1)=[O:47])([CH3:44])([CH3:43])[CH3:42].C(O[BH-](OC(=O)C)OC(=O)C)(=O)C.[Na+]>ClCCCl.C([O-])(O)=O.[Na+].CC(C)[O-].[Ti+4].CC(C)[O-].CC(C)[O-].CC(C)[O-]>[CH3:31][O:30][C:28]([C:27]1[CH:26]=[CH:25][C:24]([C:11]2[C:12]([CH3:22])([CH3:23])[C@H:13]3[C@:8]([CH3:34])([CH2:9][CH:10]=2)[C@@H:7]2[C@:16]([CH3:21])([C@@:17]4([CH3:20])[C@H:4]([CH2:5][CH2:6]2)[C@H:3]2[C@H:35]([C:38]([CH3:40])=[CH2:39])[CH2:36][CH2:37][C@:2]2([NH:1][CH2:54][CH:50]2[CH2:51][CH2:52][CH2:53][N:48]([C:46]([O:45][C:41]([CH3:42])([CH3:44])[CH3:43])=[O:47])[CH2:49]2)[CH2:19][CH2:18]4)[CH2:15][CH2:14]3)=[CH:33][CH:32]=1)=[O:29] |f:2.3,5.6,7.8.9.10.11|. Procedure details: To a solution of methyl 4-((1R,3aS,5aR,5bR,7aR,11aS,11bR,13aR,13bR)-3a-amino-5a,5b,8,8,11a-pentamethyl-1-(prop-1-en-2-yl)-2,3,3a,4,5,5a,5b,6,7,7a,8,11,11a,11b,12,13,13a,13b-octadecahydro-1H-cyclopenta[a]chrysen-9-yl)benzoate (30 mg, 0.055 mmol) in DCE (0.5 mL) was added 3-formyl-piperidine-1-carboxylic acid tert-butyl ester (14.71 mg, 0.069 mmol) and titanium(IV) isopropoxide (0.020 mL, 0.069 mmol). The mixture was stirred at rt for 1 h and sodium triacetoxyborohydride (23.38 mg, 0.110 mmol) was... The reactants are BrCC(=O)OCC (ethyl bromoacetate), BrC1=CC=C(CC23C(N(C(N2)=O)C2=CC(=CC(=C2)Cl)Cl)=CCCC3)C=C1 (3a-(4-Bromo-benzyl)-1-(3,5-dichlorophenyl)-1,3,3a,4,5,6-hexahydro-benzimidazol-2-one), [H-].[Na+] (NaH). Product: C(C)OC(CC12C(NC(N1C1=CC(=CC(=C1)Cl)Cl)=O)(CCCC2)CC2=CC=C(C=C2)Br)=O ([7a-(4-Bromo-benzyl)-3-(3,5-dichlorophenyl)-2-oxo-2,3,5,6,7,7a-hexahydro-benzimidazol-3a-yl]-acetic acid ethyl ester). Reaction SMILES: [Br:1][C:2]1[CH:26]=[CH:25][C:5]([CH2:6][C:7]23[CH2:24][CH2:23][CH2:22][CH:21]=[C:8]2[N:9]([C:13]2[CH:18]=[C:17]([Cl:19])[CH:16]=[C:15]([Cl:20])[CH:14]=2)[C:10](=[O:12])[NH:11]3)=[CH:4][CH:3]=1.[H-].[Na+].Br[CH2:30][C:31]([O:33][CH2:34][CH3:35])=[O:32]>CN(C=O)C>[CH2:34]([O:33][C:31](=[O:32])[CH2:30][C:8]12[CH2:21][CH2:22][CH2:23][CH2:24][C:7]1([CH2:6][C:5]1[CH:25]=[CH:26][C:2]([Br:1])=[CH:3][CH:4]=1)[NH:11][C:10](=[O:12])[N:9]2[C:13]1[CH:14]=[C:15]([Cl:20])[CH:16]=[C:17]([Cl:19])[CH:18]=1)[CH3:35] |f:1.2|. Procedure: 3a-(4-Bromo-benzyl)-1-(3,5-dichlorophenyl)-1,3,3a,4,5,6-hexahydro-benzimidazol-2-one (190 mg) (0.42 mmol) in DMF (5 ml) was carefully dropped on a suspension of NaH 60% (20.2 mg) (1.2 eq) in DMF (5 ml) at RT. The reaction mixture was stirred 1 h at RT, then ethyl bromoacetate (0.094 ml) (2.0 eq) was added. After one night at RT, the mixture was heated to 100° C. for 8 h, then the reaction mixture was poured on water and extracted with tBuOMe. The organic layer was washed with water, dried over N... Run at time 1 hour. The solvent is CN(C)C=O (DMF), CN(C)C=O (DMF). The reactants are C1=CC=C(C=C1)S(=O)(=O)N(F)S(=O)(=O)C2=CC=CC=C2 (N-fluorobenzenesulfonimide), C1=CC=C(C=C1)S(=O)(=O)N(F)S(=O)(=O)C2=CC=CC=C2 (N-fluorobenzenesulfonimide), [H-].[Na+] (NaH), C(Cl)Cl (CH2Cl2), C1S(=O)(=O)OCCOS1(=O)=O (ethylene methanedisulfonate), ( 93-2 ). Run in C(C)#N (acetonitrile), O1CCCC1 (tetrahydrofuran). Conditions: time 15 minute. Product: FC1S(=O)(=O)OCCOS1(=O)=O (ethylene fluoromethanedisulfonate). As a reaction SMILES: C1C=CC(S(N(S(C2C=CC=CC=2)(=O)=O)[F:11])(=O)=O)=CC=1.[H-].[Na+].[CH2:23]1[S:31](=[O:33])(=[O:32])[O:30][CH2:29][CH2:28][O:27][S:24]1(=[O:26])=[O:25].C(Cl)Cl>O1CCCC1.C(#N)C>[F:11][CH:23]1[S:24](=[O:25])(=[O:26])[O:27][CH2:28][CH2:29][O:30][S:31]1(=[O:33])=[O:32] |f:1.2|. Procedure: The fluorinating agent used was N-fluorobenzenesulfonimide obtained from PCR Chemicals (Gainesville Fla.). To a suspension of 0.34 g of NaH in 50 mL of tetrahydrofuran was added 2.45 g of ethylene methanedisulfonate followed by 3.8 g of N-fluorobenzenesulfonimide in 25 mL of acetonitrile. After about 15 min, 25 mL of CH2Cl2 was added, the solution was filtered, and the product was isolated by crystallization from CH2Cl2-cyclohexane to give 0.49 g of ethylene fluoromethanedisulfonate, m.p. 84-86°... The reactants are CN1CCNCC1 (N-methylpiperazine), C([O-])([O-])=O.[K+].[K+] (potassium carbonate), C(C)(=O)OC(COCCOS(=O)(=O)C)C1=CC(=CC=C1)Cl (1-acetoxy-1-(3-chlorophenyl)-2-(2-methanesulfonyloxyethoxy)ethane), C[O-].[Na+] (sodium methoxide), ice water. Solvent: CN(C=O)C (N,N-dimethylformamide), CO (methanol), C(C)OCC (diethyl ether), O (water), C(C)(=O)OCC (ethyl acetate). Reaction conditions: temperature 80 celsius, time 3 hour. Product: Cl.Cl.ClC=1C=C(C=CC1)C(COCCN1CCN(CC1)C)O (1-(3-chlorophenyl)-2-[2-(4-methylpiperazin-1-yl)ethoxy]ethanol dihydrochloride). RXN SMILES: C([O:4][CH:5]([C:15]1[CH:20]=[CH:19][CH:18]=[C:17]([Cl:21])[CH:16]=1)[CH2:6][O:7][CH2:8][CH2:9]OS(C)(=O)=O)(=O)C.[CH3:22][N:23]1[CH2:28][CH2:27][NH:26][CH2:25][CH2:24]1.C(=O)([O-])[O-].[K+].[K+].C[O-].[Na+]>CN(C)C=O.O.C(OCC)(=O)C.CO.C(OCC)C>[ClH:21].[ClH:21].[Cl:21][C:17]1[CH:16]=[C:15]([CH:5]([OH:4])[CH2:6][O:7][CH2:8][CH2:9][N:26]2[CH2:27][CH2:28][N:23]([CH3:22])[CH2:24][CH2:25]2)[CH:20]=[CH:19][CH:18]=1 |f:2.3.4,5.6,12.13.14|. Procedure details: 1.40 g of 1-acetoxy-1-(3-chlorophenyl)-2-(2-methanesulfonyloxyethoxy)ethane was dissolved in 7 ml of N,N-dimethylformamide. To the solution were added 0.69 ml of N-methylpiperazine and 1.03 g of potassium carbonate. The mixture was stirred for 3 hours at 80° C. The reaction mixture was cooled and added to a mixture of 30 ml of ice water and 30 ml of diethyl ether. The organic layer was separated. The aqueous layer was extracted with 20 ml of diethyl ether. The extract was combined with the previ...